From a dataset of the Open Reaction Database (ORD), a public repository of structured organic reaction records. describe an organic reaction: reactants, conditions, products, and yield Starting materials: CCOC(=O)CSc1ncc(C(=O)Nc2ccc(F)cc2)c(NCCN)n1, CCN(C(C)C)C(C)C, [N-]=[N+]=Nc1ccc(C(=O)Cl)cc1, CN(C)C=O. Yields the product CCOC(=O)CSc1ncc(C(=O)Nc2ccc(F)cc2)c(NCCNC(=O)c2ccc(N=[N+]=[N-])cc2)n1. Reaction SMILES: [CH2:13]([CH3:14])[O:15][C:16]([CH2:17][S:18][c:19]1[n:20][cH:21][c:22]([C:29]([NH:30][c:31]2[cH:32][cH:33][c:34]([F:37])[cH:35][cH:36]2)=[O:38])[c:23]([NH:25][CH2:26][CH2:27][NH2:28])[n:24]1)=[O:39].[CH:40]([N:41]([CH2:42][CH3:43])[CH:44]([CH3:45])[CH3:46])([CH3:47])[CH3:48].[N:1](=[N+:2]=[N-:3])[c:4]1[cH:5][cH:6][c:7]([C:8](=[O:9])[Cl:10])[cH:11][cH:12]1.[O:49]=[CH:50][N:51]([CH3:52])[CH3:53]>>[N:1](=[N+:2]=[N-:3])[c:4]1[cH:5][cH:6][c:7]([C:8](=[O:9])[NH:28][CH2:27][CH2:26][NH:25][c:23]2[c:22]([C:29]([NH:30][c:31]3[cH:32][cH:33][c:34]([F:37])[cH:35][cH:36]3)=[O:38])[cH:21][n:20][c:19]([S:18][CH2:17][C:16]([O:15][CH2:13][CH3:14])=[O:39])[n:24]2)[cH:11][cH:12]1. The reactants are [Br-], CN(C)C=O, Cc1ccsc1C[P+](c1ccccc1)(c1ccccc1)c1ccccc1, CCCCC, CO, CCOC(=O)C=C(C)C=CC=C(C)C=O, [H-], [Na+], O. The product is CCOC(=O)C=C(C)C=CC=C(C)C=Cc1sccc1C. Reaction SMILES: [Br-:3].[CH3:30][N:31]([CH3:32])[CH:33]=[O:34].[CH3:4][c:5]1[c:6]([CH2:10][P+:11]([c:12]2[cH:13][cH:14][cH:15][cH:16][cH:17]2)([c:18]2[cH:19][cH:20][cH:21][cH:22][cH:23]2)[c:24]2[cH:25][cH:26][cH:27][cH:28][cH:29]2)[s:7][cH:8][cH:9]1.[CH3:50][CH2:51][CH2:52][CH2:53][CH3:54].[CH3:56][OH:57].[CH:35](=[O:36])[C:37](=[CH:38][CH:39]=[CH:40][C:41](=[CH:42][C:43](=[O:44])[O:45][CH2:46][CH3:47])[CH3:48])[CH3:49].[H-:1].[Na+:2].[OH2:55]>>[CH3:4][c:5]1[c:6]([CH:10]=[CH:35][C:37](=[CH:38][CH:39]=[CH:40][C:41](=[CH:42][C:43](=[O:44])[O:45][CH2:46][CH3:47])[CH3:48])[CH3:49])[s:7][cH:8][cH:9]1. Reactants: CS(=O)(=O)OCCOC1=CC(=CC=C1)NC1=NC=C(C=N1)C1=CC=C(C=C1)OC(F)F (2-(3-(5-(4-(Difluoromethoxy)phenyl)pyrimidin-2-ylamino)phenoxy)ethyl methanesulfonate), N1CCC(CC1)C(=O)OCC (ethyl piperidine-4-carboxylate). Solvent: CN(C)C=O (DMF). Run at temperature 95 celsius. Product: FC(OC1=CC=C(C=C1)C=1C=NC(=NC1)NC=1C=C(OCCN2CCC(CC2)C(=O)OCC)C=CC1)F (ethyl 1-(2-(3-(5-(4-(difluoromethoxy)phenyl)pyrimidin-2-ylamino)phenoxy)ethyl)piperidine-4-carboxylate). RXN SMILES: CS(O[CH2:6][CH2:7][O:8][C:9]1[CH:14]=[CH:13][CH:12]=[C:11]([NH:15][C:16]2[N:21]=[CH:20][C:19]([C:22]3[CH:27]=[CH:26][C:25]([O:28][CH:29]([F:31])[F:30])=[CH:24][CH:23]=3)=[CH:18][N:17]=2)[CH:10]=1)(=O)=O.[NH:32]1[CH2:37][CH2:36][CH:35]([C:38]([O:40][CH2:41][CH3:42])=[O:39])[CH2:34][CH2:33]1>CN(C=O)C>[F:31][CH:29]([F:30])[O:28][C:25]1[CH:26]=[CH:27][C:22]([C:19]2[CH:20]=[N:21][C:16]([NH:15][C:11]3[CH:10]=[C:9]([CH:14]=[CH:13][CH:12]=3)[O:8][CH2:7][CH2:6][N:32]3[CH2:37][CH2:36][CH:35]([C:38]([O:40][CH2:41][CH3:42])=[O:39])[CH2:34][CH2:33]3)=[N:17][CH:18]=2)=[CH:23][CH:24]=1. Procedure details: 2-(3-(5-(4-(Difluoromethoxy)phenyl)pyrimidin-2-ylamino)phenoxy)ethyl methanesulfonate 40b (0.4 mmol), ethyl piperidine-4-carboxylate (0.9 mmol) are dissolved in DMF (3 mL) and heated to 95° C. for 6 h then cooled to rt. The reaction mixture is partitioned with EtOAC and water. The organic layer is washed with water, brine, dried over magnesium sulfate, filtered, and reduced to dryness. The crude product is triturated with MeOH and filtered to yield ethyl 1-(2-(3-(5-(4-(difluoromethoxy)phenyl)pyr... Starting materials: Cl, [K+], [OH-], OCCOCCO, O=C1C2CCN(CC2)C1CC(c1ccccc1)(c1ccccc1)c1ccccc1. Product: Cl, c1ccc(C(CC2CC3CCN2CC3)(c2ccccc2)c2ccccc2)cc1. As a reaction SMILES: [ClH:1].[K+:32].[OH-:31].[OH:33][CH2:34][CH2:35][O:36][CH2:37][CH2:38][OH:39].[c:2]1([C:8]([CH2:9][CH:10]2[N:11]3[CH2:12][CH2:13][CH:14]([C:15]2=[O:16])[CH2:17][CH2:18]3)([c:19]2[cH:20][cH:21][cH:22][cH:23][cH:24]2)[c:25]2[cH:26][cH:27][cH:28][cH:29][cH:30]2)[cH:3][cH:4][cH:5][cH:6][cH:7]1>>[ClH:1].[c:2]1([C:8]([CH2:9][CH:10]2[N:11]3[CH2:12][CH2:13][CH:14]([CH2:15]2)[CH2:17][CH2:18]3)([c:19]2[cH:20][cH:21][cH:22][cH:23][cH:24]2)[c:25]2[cH:26][cH:27][cH:28][cH:29][cH:30]2)[cH:3][cH:4][cH:5][cH:6][cH:7]1. The reactants are CO, [Li+], [OH-], O, COC(=O)C(CC(C)C)NC(C(=O)N(C)C)c1ccc2occc2c1. Yields the product CC(C)CC(NC(C(=O)N(C)C)c1ccc2occc2c1)C(=O)O. Reaction SMILES: [CH3:28][OH:29].[Li+:26].[OH-:27].[OH2:30].[o:1]1[cH:2][cH:3][c:4]2[c:5]1[cH:6][cH:7][c:8]([CH:10]([C:11](=[O:12])[N:13]([CH3:14])[CH3:15])[NH:16][CH:17]([CH2:18][CH:19]([CH3:20])[CH3:21])[C:22](=[O:23])[O:24][CH3:25])[cH:9]2>>[o:1]1[cH:2][cH:3][c:4]2[c:5]1[cH:6][cH:7][c:8]([CH:10]([C:11](=[O:12])[N:13]([CH3:14])[CH3:15])[NH:16][CH:17]([CH2:18][CH:19]([CH3:20])[CH3:21])[C:22](=[O:23])[OH:24])[cH:9]2. RXN SMILES: [CH3:52][N:53]([CH3:54])[CH:55]=[O:56].[H-:11].[N:1]1([CH2:6][CH2:7][NH:8][CH3:9])[CH2:2][CH2:3][CH2:4][CH2:5]1.[Na+:10].[OH2:51].[S:12]([O:13][CH2:23][CH2:24][S:25][CH:26]1[CH2:27][CH:28]2[CH2:29][CH2:30][CH:31]3[C:32]4([OH:50])[CH2:33][CH2:34][CH:35]([c:45]5[cH:46][o:47][cH:48][cH:49]5)[C:36]4([CH3:37])[CH2:38][CH2:39][CH:40]3[C:41]2([CH3:44])[CH2:42][CH2:43]1)([c:14]1[cH:15][cH:16][c:17]([CH3:18])[cH:19][cH:20]1)(=[O:21])=[O:22]>>[N:1]1([CH2:6][CH2:7][N:8]([CH3:9])[CH2:23][CH2:24][S:25][CH:26]2[CH2:27][CH:28]3[CH2:29][CH2:30][CH:31]4[C:32]5([OH:50])[CH2:33][CH2:34][CH:35]([c:45]6[cH:46][o:47][cH:48][cH:49]6)[C:36]5([CH3:37])[CH2:38][CH2:39][CH:40]4[C:41]3([CH3:44])[CH2:42][CH2:43]2)[CH2:2][CH2:3][CH2:4][CH2:5]1. Yields the product CN(CCSC1CCC2(C)C(CCC3C2CCC2(C)C(c4ccoc4)CCC32O)C1)CCN1CCCC1. The reactants are CN(C)C=O, [H-], CNCCN1CCCC1, [Na+], O, Cc1ccc(S(=O)(=O)OCCSC2CCC3(C)C(CCC4C3CCC3(C)C(c5ccoc5)CCC43O)C2)cc1.